From a dataset of the Open Reaction Database (ORD), a public repository of structured organic reaction records. describe an organic reaction: reactants, conditions, products, and yield The reactants are CC1=CSC2=C1C=CC=C2 (3-methylbenzothiophene), C(CCC)[Li] (n-butyllithium), C(C=C)N1CCC(CC1)=O (1-(2-propenyl)-4-piperidone). The solvent is O1CCCC1 (tetrahydrofuran), O1CCCC1 (tetrahydrofuran), [Cl-].[Na+].O (brine). Conditions: temperature 0 celsius, time 18 hour. The product is OC1(CCN(CC1)CC=C)C1=C(C2=C(S1)C=CC=C2)C (4-Hydroxy-4-(3-Methylbenzo[b]thiophen-2-yl)-1-(2-Propenyl)-piperidine). Yield: 83.1%. As a reaction SMILES: [CH3:1][C:2]1[C:6]2[CH:7]=[CH:8][CH:9]=[CH:10][C:5]=2[S:4][CH:3]=1.C([Li])CCC.[CH2:16]([N:19]1[CH2:24][CH2:23][C:22](=[O:25])[CH2:21][CH2:20]1)[CH:17]=[CH2:18]>O1CCCC1.[Cl-].[Na+].O>[OH:25][C:22]1([C:3]2[S:4][C:5]3[CH:10]=[CH:9][CH:8]=[CH:7][C:6]=3[C:2]=2[CH3:1])[CH2:23][CH2:24][N:19]([CH2:16][CH:17]=[CH2:18])[CH2:20][CH2:21]1 |f:4.5.6|. Procedure details: Scheme IA, step A: To a solution of 3-methylbenzothiophene (2.863 g, 19.3 mmol) in tetrahydrofuran (80 mL) at −78° C. was added a solution of n-butyllithium (13.3 mL, 21.2 mmol, 1.6 M in hexanes). The solution was warmed to 0° C. for one hour then recooled to −78° C. A solution of 1-(2-propenyl)-4-piperidone (2.957 g, 21.2 mmol) in tetrahydrofuran was added dropwise and the mixture was warmed to 20° C. After stirring for 18 hours at 20° C. the mixture was diluted with brine and extracted 3 times...